Dataset: the Open Reaction Database (ORD), a public repository of structured organic reaction records. Task: describe an organic reaction: reactants, conditions, products, and yield Reactants: compound, SC1=NN=CN1C (3-mercapto-4-methyl-1,2,4-triazole), ClC1=NC=NC2=CC=C(C=C12)I (4-chloro-6-iodo-quinazoline), NC1=NC=CC=C1 (2-aminopyridine). Product: CN1C(=NN=C1)SC=1C=C2C(=NC=NC2=CC1)NC1=NC=CC=C1 ([6-(4-Methyl-4H-[1,2,4]triazol-3-ylsulfanyl)-quinazolin-4-yl]-pyridin-2-yl-amine). As a reaction SMILES: Cl[C:2]1[C:11]2[C:6](=[CH:7][CH:8]=[C:9](I)[CH:10]=2)[N:5]=[CH:4][N:3]=1.[NH2:13][C:14]1[CH:19]=[CH:18][CH:17]=[CH:16][N:15]=1.[SH:20][C:21]1[N:25]([CH3:26])[CH:24]=[N:23][N:22]=1>>[CH3:26][N:25]1[CH:24]=[N:23][N:22]=[C:21]1[S:20][C:9]1[CH:10]=[C:11]2[C:6](=[CH:7][CH:8]=1)[N:5]=[CH:4][N:3]=[C:2]2[NH:13][C:14]1[CH:19]=[CH:18][CH:17]=[CH:16][N:15]=1. Procedure details: The compound of Example 20 was manufactured by the same method as in Example 1, by a similar method thereto or by a combination of such a method with a conventional method using 4-chloro-6-iodo-quinazoline, 2-aminopyridine and 3-mercapto-4-methyl-1,2,4-triazole. Starting materials: Nc1c(Cl)cc(C(F)(F)F)cc1Br, O=C([O-])[O-], CB1OB(C)OB(C)O1, [K+], [K+], CN(C)C=O, O, c1ccc(P(c2ccccc2)(c2ccccc2)[Pd](P(c2ccccc2)(c2ccccc2)c2ccccc2)(P(c2ccccc2)(c2ccccc2)c2ccccc2)P(c2ccccc2)(c2ccccc2)c2ccccc2)cc1. Yields the product Cc1cc(C(F)(F)F)cc(Cl)c1N. As a reaction SMILES: [Br:1][c:2]1[c:3]([NH2:4])[c:5]([Cl:13])[cH:6][c:7]([C:9]([F:10])([F:11])[F:12])[cH:8]1.[C:23](=[O:24])([O-:25])[O-:26].[CH3:14][B:15]1[O:16][B:17]([CH3:18])[O:19][B:20]([CH3:21])[O:22]1.[K+:27].[K+:28].[O:30]=[CH:31][N:32]([CH3:33])[CH3:34].[OH2:29].[cH:35]1[cH:36][cH:37][c:38]([P:39]([Pd:40]([P:41]([c:42]2[cH:43][cH:44][cH:45][cH:46][cH:47]2)([c:48]2[cH:49][cH:50][cH:51][cH:52][cH:53]2)[c:54]2[cH:55][cH:56][cH:57][cH:58][cH:59]2)([P:60]([c:61]2[cH:62][cH:63][cH:64][cH:65][cH:66]2)([c:67]2[cH:68][cH:69][cH:70][cH:71][cH:72]2)[c:73]2[cH:74][cH:75][cH:76][cH:77][cH:78]2)[P:79]([c:80]2[cH:81][cH:82][cH:83][cH:84][cH:85]2)([c:86]2[cH:87][cH:88][cH:89][cH:90][cH:91]2)[c:92]2[cH:93][cH:94][cH:95][cH:96][cH:97]2)([c:98]2[cH:99][cH:100][cH:101][cH:102][cH:103]2)[c:104]2[cH:105][cH:106][cH:107][cH:108][cH:109]2)[cH:110][cH:111]1>>[c:2]1([CH3:14])[c:3]([NH2:4])[c:5]([Cl:13])[cH:6][c:7]([C:9]([F:10])([F:11])[F:12])[cH:8]1. The reactants are ClC1=CC(=C(N)C=C1)F (4-chloro-2-fluoroaniline), stannous chloride dihydrate, 170, 22.8, N(=O)[O-].[Na+] (sodium nitrite), O (water), diazonium salt. The solvent is Cl (hydrochloric acid), Cl (hydrochloric acid). Yields the product 38.5, ClC1=CC(=C(C=C1)NN)F (4-chloro-2-fluoro-phenylhydrazine). As a reaction SMILES: [Cl:1][C:2]1[CH:8]=[CH:7][C:5]([NH2:6])=[C:4]([F:9])[CH:3]=1.[N:10]([O-])=O.[Na+].O>Cl>[Cl:1][C:2]1[CH:8]=[CH:7][C:5]([NH:6][NH2:10])=[C:4]([F:9])[CH:3]=1 |f:1.2|. Reported procedure: Alternatively, 4-chloro-2-fluorophenyl hydrazine is prepared by the following method. 43.7 parts of 4-chloro-2-fluoroaniline was dissolved in 735 parts of concentrated hydrochloric acid. The solution was cooled to 0°-5° C. and a solution of 22.8 parts of sodium nitrite in 187 parts water was added dropwise maintaining the temperature of the reaction between 0°-5°. The excess nitrite was destroyed by the addition of small amounts of sulfamic acid until a negative test with sulfone reagent was obt... Starting materials: C1CCOC1, CCO, [Na+], [OH-], CCOC(=O)c1ccc([Se]c2cc3c(cc2O)C(C)(C)CCC3(C)C)cc1. The product is CC1(C)CCC(C)(C)c2cc([Se]c3ccc(C(=O)O)cc3)c(O)cc21. As a reaction SMILES: [CH2:30]1[O:31][CH2:32][CH2:33][CH2:34]1.[CH3:35][CH2:36][OH:37].[Na+:29].[OH-:28].[OH:1][c:2]1[c:3]([Se:16][c:17]2[cH:18][cH:19][c:20]([C:21](=[O:22])[O:23][CH2:24][CH3:25])[cH:26][cH:27]2)[cH:4][c:5]2[c:10]([cH:11]1)[C:9]([CH3:12])([CH3:13])[CH2:8][CH2:7][C:6]2([CH3:14])[CH3:15]>>[OH:1][c:2]1[c:3]([Se:16][c:17]2[cH:18][cH:19][c:20]([C:21](=[O:22])[OH:23])[cH:26][cH:27]2)[cH:4][c:5]2[c:10]([cH:11]1)[C:9]([CH3:12])([CH3:13])[CH2:8][CH2:7][C:6]2([CH3:14])[CH3:15]. Reactants: Cc1oc(-c2ccc(C(F)(F)F)cc2)nc1CCl, [Na], [Na], CN(C)C=O, O=S(=O)(O)c1ccc(O)cc1. Yields the product [Na], Cc1oc(-c2ccc(C(F)(F)F)cc2)nc1COc1ccc(S(=O)(=O)O)cc1. Reaction SMILES: [Cl:14][CH2:15][c:16]1[n:17][c:18](-[c:22]2[cH:23][cH:24][c:25]([C:28]([F:29])([F:30])[F:31])[cH:26][cH:27]2)[o:19][c:20]1[CH3:21].[Na:1].[Na:2].[O:32]=[CH:33][N:34]([CH3:35])[CH3:36].[OH:3][c:4]1[cH:5][cH:6][c:7]([S:10](=[O:11])(=[O:12])[OH:13])[cH:8][cH:9]1>>[Na:1].[O:3]([c:4]1[cH:5][cH:6][c:7]([S:10](=[O:11])(=[O:12])[OH:13])[cH:8][cH:9]1)[CH2:15][c:16]1[n:17][c:18](-[c:22]2[cH:23][cH:24][c:25]([C:28]([F:29])([F:30])[F:31])[cH:26][cH:27]2)[o:19][c:20]1[CH3:21]. Reactants: CCO, CC(=O)OC(C)=O, Cl, [Na+], O, O=C([O-])CNC(=O)c1cccs1. Yields the product CC(=O)CNC(=O)c1cccs1. Reaction SMILES: [CH3:14][CH2:15][OH:16].[CH3:19][C:20]([O:21][C:22](=[O:23])[CH3:24])=[O:25].[ClH:18].[Na+:13].[OH2:17].[c:1]1([C:6](=[O:7])[NH:8][CH2:9][C:10](=[O:11])[O-:12])[cH:2][cH:3][cH:4][s:5]1>>[c:1]1([C:6](=[O:7])[NH:8][CH2:9][C:10](=[O:12])[CH3:14])[cH:2][cH:3][cH:4][s:5]1. Reactants: solution, [H-].C(C(C)C)[Al+]CC(C)C (diisobutylaluminium hydride), ClC1=CC=C(C=C1)S(=O)(=O)NCCCCC(C(=O)OCC)CCCC=1C=NC=CC1 (ethyl 6-(p-chlorophenylsulfonamido)-2-[3-(3-pyridyl)propyl]-hexanoate). Run in C1(=CC=CC=C1)C (toluene), C(Cl)Cl (methylene chloride). Run at time 10 minute. Yields the product ClC1=CC=C(C=C1)S(=O)(=O)NCCCCC(C=O)CCCC=1C=NC=CC1 (6-(p-chlorophenylsulfonamido)-2-[3-(3-pyridyl)propyl]-hexanal). As a reaction SMILES: [Cl:1][C:2]1[CH:7]=[CH:6][C:5]([S:8]([NH:11][CH2:12][CH2:13][CH2:14][CH2:15][CH:16]([CH2:22][CH2:23][CH2:24][C:25]2[CH:26]=[N:27][CH:28]=[CH:29][CH:30]=2)[C:17](OCC)=[O:18])(=[O:10])=[O:9])=[CH:4][CH:3]=1.[H-].C([Al+]CC(C)C)C(C)C>C(Cl)Cl.C1(C)C=CC=CC=1>[Cl:1][C:2]1[CH:7]=[CH:6][C:5]([S:8]([NH:11][CH2:12][CH2:13][CH2:14][CH2:15][CH:16]([CH2:22][CH2:23][CH2:24][C:25]2[CH:26]=[N:27][CH:28]=[CH:29][CH:30]=2)[CH:17]=[O:18])(=[O:10])=[O:9])=[CH:4][CH:3]=1 |f:1.2|. Reported procedure: A solution of 3.5 g (7.7 mmol) of ethyl 6-(p-chlorophenylsulfonamido)-2-[3-(3-pyridyl)propyl]-hexanoate (example 2) in 105 ml methylene chloride is cooled to -78° and to it is added slowly added 15.2 ml (23.6 mmol) of 1.53M solution of diisobutylaluminium hydride in toluene. The solution is stirred at -78° for 10 min and then quenched by slow addition of 10.8 ml methanol. The solution is then allowed to warm to 0° by the removal of the cold bath, and then 350 ml of ether is added followed by 10.... Reactants: NC1=C(C=C(C=C1)OC)S (2-amino-5-methoxy-benzenethiol), C(C1=CN=CC=C1)(=O)O (nicotinic acid), C(Cl)(Cl)Cl (CHCl3). Product: COC1=CC2=C(N=C(S2)C2=NC=CC=C2)C=C1 (6-Methoxy-2-(2-pyridinyl)benzothiazole). Reaction SMILES: [NH2:1][C:2]1[CH:7]=[CH:6][C:5]([O:8][CH3:9])=[CH:4][C:3]=1[SH:10].C(O)(=O)[C:12]1[CH:17]=[CH:16][CH:15]=[N:14][CH:13]=1.[CH:20](Cl)(Cl)Cl>>[CH3:9][O:8][C:5]1[CH:6]=[CH:7][C:2]2[N:1]=[C:20]([C:13]3[CH:12]=[CH:17][CH:16]=[CH:15][N:14]=3)[S:10][C:3]=2[CH:4]=1. Procedure details: A mixture of 2-amino-5-methoxy-benzenethiol, 25 g (0.16 mole) and nicotinic acid, 24.6 g (0.2 mole) is dissolved in 250 cc of CHCl3 containing 160 g of PPE. The mixture is refluxed overnight. The mixture is concentrated to dryness and the residue poured on ice and the pH of the solution is adjusted to 10 using 50% NaOH solution. The precipitate is filtered, washed with water and dried to yield 34.5 g of the title compound.